This data is from the Open Reaction Database (ORD), a public repository of structured organic reaction records. The task is: describe an organic reaction: reactants, conditions, products, and yield The reactants are N1N=CN=C1 (1,2,4-triazole), C([O-])([O-])=O.[K+].[K+] (potassium carbonate), BrCCCC(=O)OCC1=CC=CC=C1 (benzyl 4-bromobutyrate). The solvent is C(C)#N (acetonitrile). Yields the product N1(N=CN=C1)CCCC(=O)OCC1=CC=CC=C1 (benzyl 4-(1,2,4-triazol-1-yl)butyrate). Isolated yield 81.1%. As a reaction SMILES: [NH:1]1[CH:5]=[N:4][CH:3]=[N:2]1.C(=O)([O-])[O-].[K+].[K+].Br[CH2:13][CH2:14][CH2:15][C:16]([O:18][CH2:19][C:20]1[CH:25]=[CH:24][CH:23]=[CH:22][CH:21]=1)=[O:17]>C(#N)C>[N:1]1([CH2:13][CH2:14][CH2:15][C:16]([O:18][CH2:19][C:20]2[CH:21]=[CH:22][CH:23]=[CH:24][CH:25]=2)=[O:17])[CH:5]=[N:4][CH:3]=[N:2]1 |f:1.2.3|. Procedure: 4.7 g of 1,2,4-triazole and 9.5 g of potassium carbonate were added to a solution of 15 g of benzyl 4-bromobutyrate in 150 ml of acetonitrile. The mixture was refluxed by heating, for 1 hour. The reaction mixture was concentrated under reduced pressure. To the residue was added 30 ml of methylene chloride. The insolubles were collected by filtration and washed. The filtrate and the washings were combined and purified by silica gel column chromatography (eluant: methylene chloride/methanol=50/1) ... Reactants: CCOC(=O)C(Cc1cccc(OC(F)(F)C(F)F)c1)C(O)c1cccc(F)c1, CO, Cl, [Na+], [OH-]. The product is O=C(O)C(Cc1cccc(OC(F)(F)C(F)F)c1)C(O)c1cccc(F)c1. As a reaction SMILES: [CH2:1]([CH3:2])[O:3][C:4]([CH:5]([CH:6]([OH:7])[c:8]1[cH:9][c:10]([F:14])[cH:11][cH:12][cH:13]1)[CH2:15][c:16]1[cH:17][c:18]([O:22][C:23]([CH:24]([F:25])[F:26])([F:27])[F:28])[cH:19][cH:20][cH:21]1)=[O:29].[CH3:33][OH:34].[ClH:32].[Na+:31].[OH-:30]>>[O:3]=[C:4]([CH:5]([CH:6]([OH:7])[c:8]1[cH:9][c:10]([F:14])[cH:11][cH:12][cH:13]1)[CH2:15][c:16]1[cH:17][c:18]([O:22][C:23]([CH:24]([F:25])[F:26])([F:27])[F:28])[cH:19][cH:20][cH:21]1)[OH:29]. The reactants are [Br-], C1CCOC1, COC(=O)c1sc(N2CCC(NC(=O)OCc3ccccc3)C(OC)C2)cc1C=O, C[Mg+], [Cl-], [NH4+]. The product is COC(=O)c1sc(N2CCC(NC(=O)OCc3ccccc3)C(OC)C2)cc1C(C)O. Reaction SMILES: [Br-:1].[CH2:36]1[O:37][CH2:38][CH2:39][CH2:40]1.[CH2:4]([c:5]1[cH:6][cH:7][cH:8][cH:9][cH:10]1)[O:11][C:12](=[O:13])[NH:14][CH:15]1[CH:16]([O:32][CH3:33])[CH2:17][N:18]([c:21]2[cH:22][c:23]([CH:30]=[O:31])[c:24]([C:26](=[O:27])[O:28][CH3:29])[s:25]2)[CH2:19][CH2:20]1.[CH3:2][Mg+:3].[Cl-:34].[NH4+:35]>>[CH3:2][CH:30]([c:23]1[cH:22][c:21]([N:18]2[CH2:17][CH:16]([O:32][CH3:33])[CH:15]([NH:14][C:12]([O:11][CH2:4][c:5]3[cH:6][cH:7][cH:8][cH:9][cH:10]3)=[O:13])[CH2:20][CH2:19]2)[s:25][c:24]1[C:26](=[O:27])[O:28][CH3:29])[OH:31]. Reactants: C(C)(=O)N1C(C(C2=CC=C(C=C12)C(=O)OC)=C(C1=CC=CC=C1)OCC)=O (1-acetyl-3-(1-ethoxy-1-phenylmethylene)-6-methoxycarbonyl-2-indolinone), C(C)N(C(=O)OC(C)(C)C)CC1=CC=C(N)C=C1 (4-(N-ethyl-N-tert.butoxycarbonyl-aminomethyl)-aniline). Yields the product C(C)(C)(C)OC(=O)N(CC)CC1=CC=C(N\C(\C2=CC=CC=C2)=C\2/C(NC3=CC(=CC=C23)C(=O)OC)=O)C=C1 (3-Z-[1-(4-(N-tert.butoxycarbonyl-ethylaminomethyl)-anilino)-1-phenyl-methylene]-6-methoxycarbonyl-2-indolinone). As a reaction SMILES: C([N:4]1[C:12]2[C:7](=[CH:8][CH:9]=[C:10]([C:13]([O:15][CH3:16])=[O:14])[CH:11]=2)[C:6](=[C:17](OCC)[C:18]2[CH:23]=[CH:22][CH:21]=[CH:20][CH:19]=2)[C:5]1=[O:27])(=O)C.[CH2:28]([N:30]([CH2:38][C:39]1[CH:45]=[CH:44][C:42]([NH2:43])=[CH:41][CH:40]=1)[C:31]([O:33][C:34]([CH3:37])([CH3:36])[CH3:35])=[O:32])[CH3:29]>>[C:34]([O:33][C:31]([N:30]([CH2:38][C:39]1[CH:45]=[CH:44][C:42]([NH:43]/[C:17](=[C:6]2\[C:5](=[O:27])[NH:4][C:12]3[C:7]\2=[CH:8][CH:9]=[C:10]([C:13]([O:15][CH3:16])=[O:14])[CH:11]=3)/[C:18]2[CH:23]=[CH:22][CH:21]=[CH:20][CH:19]=2)=[CH:41][CH:40]=1)[CH2:28][CH3:29])=[O:32])([CH3:37])([CH3:35])[CH3:36]. Procedure: Prepared from 1-acetyl-3-(1-ethoxy-1-phenylmethylene)-6-methoxycarbonyl-2-indolinone and 4-(N-ethyl-N-tert.butoxycarbonyl-aminomethyl)-aniline Rf value: 0.6 (silica gel, methylene chloride/methanol=10:1) C31H33N3O5